Dataset: the Open Reaction Database (ORD), a public repository of structured organic reaction records. Task: describe an organic reaction: reactants, conditions, products, and yield Conditions: time 2 hour. Isolated yield 36.3%. Reaction SMILES: [CH3:1][C@@H:2]1[CH2:7][CH2:6][CH2:5][CH2:4][C@@H:3]1[NH:8][C:9]1[C:14]([C:15](OCC)=[O:16])=[CH:13][N:12]=[C:11]2[NH:20][CH:21]=[CH:22][C:10]=12.[H-].[Al+3].[Li+].[H-].[H-].[H-].O.[OH-].[Na+]>O1CCCC1>[CH3:1][C@@H:2]1[CH2:7][CH2:6][CH2:5][CH2:4][C@@H:3]1[NH:8][C:9]1[C:14]([CH2:15][OH:16])=[CH:13][N:12]=[C:11]2[NH:20][CH:21]=[CH:22][C:10]=12 |f:1.2.3.4.5.6,8.9|. Procedure details: To a solution of ethyl 4-{[(1S,2R)-2-methylcyclohexyl]amino}-1H-pyrrolo[2,3-b]pyridine-5-carboxylate (50 mg) in tetrahydrofuran (1 mL) was added lithium aluminum hydride (21 mg) at 4° C. The reaction mixture was stirred at the same temperature for an hour, at ambient temperature for an hour, and at 60° C. for 2 hours. After cooled to ambient temperature, to the mixture was added water (0.021 ml), 15% NaOH solution (0.021 ml), water (0.063 ml) one after another. The precipitate was filtered throu... Reactants: O (water), [OH-].[Na+] (NaOH), O (water), C[C@H]1[C@H](CCCC1)NC1=C2C(=NC=C1C(=O)OCC)NC=C2 (ethyl 4-{[(1S,2R)-2-methylcyclohexyl]amino}-1H-pyrrolo[2,3-b]pyridine-5-carboxylate), [H-].[Al+3].[Li+].[H-].[H-].[H-] (lithium aluminum hydride). Solvent: O1CCCC1 (tetrahydrofuran). Product: C[C@H]1[C@H](CCCC1)NC1=C2C(=NC=C1CO)NC=C2 ((4-{[(1S,2R)-2-methylcyclohexyl]amino}-1H-pyrrolo[2,3-b]pyridin-5-yl)methanol). Reactants: Cc1cccc(NC(=O)CN2CCN(c3ncccc3C#N)CC2)c1, CCO, [Na+], [OH-]. The product is Cc1cccc(NC(=O)CN2CCN(c3ncccc3C(N)=O)CC2)c1. RXN SMILES: [C:1](#[N:2])[c:3]1[c:4]([N:9]2[CH2:10][CH2:11][N:12]([CH2:15][C:16](=[O:17])[NH:18][c:19]3[cH:20][c:21]([CH3:25])[cH:22][cH:23][cH:24]3)[CH2:13][CH2:14]2)[n:5][cH:6][cH:7][cH:8]1.[CH3:28][CH2:29][OH:30].[Na+:27].[OH-:26]>>[C:1]([NH2:2])([c:3]1[c:4]([N:9]2[CH2:10][CH2:11][N:12]([CH2:15][C:16](=[O:17])[NH:18][c:19]3[cH:20][c:21]([CH3:25])[cH:22][cH:23][cH:24]3)[CH2:13][CH2:14]2)[n:5][cH:6][cH:7][cH:8]1)=[O:26].